From a dataset of the Open Reaction Database (ORD), a public repository of structured organic reaction records. describe an organic reaction: reactants, conditions, products, and yield The yield is 69.2%. Reaction conditions: time 15 hour. The product is COC/1N2C(C[C@H]2O\C1=C/COC(CC1=CC=CC=C1)=O)=O ((Z)-(5R)-2-Methoxy-3-(2-phenylacetoxyethylidene)-4-oxa-1-azabicyclo[3.2.0]heptan-7-one). As a reaction SMILES: [OH:1][CH2:2]/[CH:3]=[C:4]1/[CH:5]([O:12][CH3:13])[N:6]2[C@H:9]([O:10]/1)[CH2:8][C:7]2=[O:11].[C:14]1([CH2:20][C:21](Cl)=[O:22])[CH:19]=[CH:18][CH:17]=[CH:16][CH:15]=1.N1C=CC=CC=1>C(OCC)C.C(OCC)(=O)C>[CH3:13][O:12][CH:5]1[N:6]2[C@H:9]([O:10]/[C:4]/1=[CH:3]\[CH2:2][O:1][C:21](=[O:22])[CH2:20][C:14]1[CH:19]=[CH:18][CH:17]=[CH:16][CH:15]=1)[CH2:8][C:7]2=[O:11]. Reactants: C1(=CC=CC=C1)CC(=O)Cl (phenylacetyl chloride), ethyl acetate petroleum ether, OC\C=C/1\C(N2C(C[C@H]2O1)=O)OC ((Z)-(5R)-3-(2-Hydroxyethylidene)-2-methoxy-4-oxa-1-azabicyclo[3.2.0]heptan-7-one), N1=CC=CC=C1 (pyridine). Run in C(C)OCC (diethyl ether), C(C)(=O)OCC (ethyl acetate). Reported procedure: (Z)-(5R)-3-(2-Hydroxyethylidene)-2-methoxy-4-oxa-1-azabicyclo[3.2.0]heptan-7-one (15 mg.) was dissolved in dry diethyl ether (2 ml.) and the solution was stirred and ice-cooled with exclusion of moisture while phenylacetyl chloride (30 mg.) followed by dry pyridine (15 mg.) were added. The mixture was kept at 4° with exclusion of moisture for 15 hours. The mixture was diluted with ethyl acetate (30 ml.) and was washed with 5% sodium chloride solution (10 ml.) and saturated sodium chloride soluti... Yields the product C(#N)N1CCC2=C(C1)C1=C(OC2(C)C)C=C(C=C1O)C(C(CCCCC)C)C (2-cyano-5,5-dimethyl-8-(1,2-dimethylheptyl)-10-hydroxy-1,2,3,4-tetrahydro-5H-[1]benzopyrano[3,4-d]pyridine). Reaction conditions: temperature 0 celsius, time 3 hour. The yield is 99.3%. RXN SMILES: [CH3:1][C:2]1([CH3:26])[C:21]2[CH2:22][CH2:23][NH:24][CH2:25][C:20]=2[C:5]2[C:6]([OH:19])=[CH:7][C:8]([CH:10]([CH3:18])[CH:11]([CH3:17])[CH2:12][CH2:13][CH2:14][CH2:15][CH3:16])=[CH:9][C:4]=2[O:3]1.[N:27]#[C:28]Br.C([O-])(=O)C.[Na+]>CO>[C:28]([N:24]1[CH2:25][C:20]2[C:5]3[C:6]([OH:19])=[CH:7][C:8]([CH:10]([CH3:18])[CH:11]([CH3:17])[CH2:12][CH2:13][CH2:14][CH2:15][CH3:16])=[CH:9][C:4]=3[O:3][C:2]([CH3:1])([CH3:26])[C:21]=2[CH2:22][CH2:23]1)#[N:27] |f:2.3|. Reported procedure: A mixture of 4.6 g (0.0129 mole) of 5,5-dimethyl-8-(1,2-dimethylheptyl)-10-hydroxy-1,2,3,4-tetrahydro-5H-[1] benzopyrano[3,4-d]pyridine, 1.38 g (0.013 mole) of cyanogen bromide, 2.13 g (0.026 mole) of sodium acetate and 35 ml of methanol was stirred at 0° C for 3 hours, and then at ambient temperature for 12 hours. After removal of the solvent under reduced pressure, water was added to the residue and the mixture was extracted with diethyl ether. The organic layer was washed with 2 N HCl, follow... Starting materials: CC1(OC2=C(C(=CC(=C2)C(C(CCCCC)C)C)O)C2=C1CCNC2)C (5,5-dimethyl-8-(1,2-dimethylheptyl)-10-hydroxy-1,2,3,4-tetrahydro-5H-[1] benzopyrano[3,4-d]pyridine), N#CBr (cyanogen bromide), C(C)(=O)[O-].[Na+] (sodium acetate). The solvent is CO (methanol). Starting materials: CN1CCC[C@@H]1COC2=CN=C(C=C2)N, C1=CC=C2C(=C1)N=CN2C3=CC(=NC=N3)Cl. The reagents and catalysts are CC(C)(C)[O-].[Na+], CC1(C2=C(C(=CC=C2)P(C3=CC=CC=C3)C4=CC=CC=C4)OC5=C1C=CC=C5P(C6=CC=CC=C6)C7=CC=CC=C7)C, C1=CC=C(C=C1)/C=C/C(=O)/C=C/C2=CC=CC=C2.C1=CC=C(C=C1)/C=C/C(=O)/C=C/C2=CC=CC=C2.C1=CC=C(C=C1)/C=C/C(=O)/C=C/C2=CC=CC=C2.[Pd].[Pd]. Solvent: CC1=CC=CC=C1. Reaction conditions: temperature 100 celsius. Product: CN1CCC[C@@H]1COC2=CN=C(C=C2)NC3=CC(=NC=N3)N4C=NC5=CC=CC=C54. Yield: 14.1%. Procedure: TRIS(DIBENZYLIDENEACETONE)DIPALLADIUM(0) (31.6 mg, 0.03 mmol) was added to (R)-5-((1-methylpyrrolidin-2-yl)methoxy)pyridin-2-amine (143 mg, 0.69 mmol), 1-(6-chloropyrimidin-4-yl)-1H-benzo[d]imidazole (159 mg, 0.69 mmol), sodium t-butoxide (99 mg, 1.03 mmol) and (9,9-dimethyl-9H-xanthene-4,5-diyl)bis(diphenylphosphine) (59.8 mg, 0.10 mmol) in toluene (6 mL) at 20°C under nitrogen. The resulting suspension was stirred at 100 °C for 16 hours then cooled to room temperature. LCMS analysis indicates ... The reactants are ClC=1C=CC(=C(CN2C3=C(NCC2)N=CC(=C3)C=3C=C(C(=O)O)C=CC3)C1)C(F)(F)F (3-{1-[5-chloro-2-(trifluoromethyl)benzyl]-1,2,3,4-tetrahydropyrido[2,3-b]pyrazin-7-yl}benzoic acid), NC1CCC2=CC=CC=C12 (1-aminoindan). The product is ClC=1C=CC(=C(CN2C3=C(NCC2)N=CC(=C3)C=3C=C(C(=O)NC2CCC4=CC=CC=C24)C=CC3)C1)C(F)(F)F (3-{1-[5-Chloro-2-(trifluoromethyl)benzyl]-1,2,3,4-tetrahydropyrido[2,3-b]pyrazin-7-yl}-N-indan-1-ylbenzamide). Reaction SMILES: [Cl:1][C:2]1[CH:3]=[CH:4][C:5]([C:28]([F:31])([F:30])[F:29])=[C:6]([CH:27]=1)[CH2:7][N:8]1[CH2:13][CH2:12][NH:11][C:10]2[N:14]=[CH:15][C:16]([C:18]3[CH:19]=[C:20]([CH:24]=[CH:25][CH:26]=3)[C:21](O)=[O:22])=[CH:17][C:9]1=2.[NH2:32][CH:33]1[C:41]2[C:36](=[CH:37][CH:38]=[CH:39][CH:40]=2)[CH2:35][CH2:34]1>>[Cl:1][C:2]1[CH:3]=[CH:4][C:5]([C:28]([F:31])([F:29])[F:30])=[C:6]([CH:27]=1)[CH2:7][N:8]1[CH2:13][CH2:12][NH:11][C:10]2[N:14]=[CH:15][C:16]([C:18]3[CH:19]=[C:20]([CH:24]=[CH:25][CH:26]=3)[C:21]([NH:32][CH:33]3[C:41]4[C:36](=[CH:37][CH:38]=[CH:39][CH:40]=4)[CH2:35][CH2:34]3)=[O:22])=[CH:17][C:9]1=2. Procedure details: 3-{1-[5-chloro-2-(trifluoromethyl)benzyl]-1,2,3,4-tetrahydropyrido[2,3-b]pyrazin-7-yl}benzoic acid was reacted with 1-aminoindan as in General Procedure 10 to give the title compound. LCMS: m/z=562.95 (M+H+); retention time=0.99 minutes. Reactants: ClC1=CC=C(C=C1)C=1C=CC(=NC1)NN (5-(4-chlorophenyl)-2-hydrazinopyridine), C(OCC)([O-])[O-] (ethyl orthoformate). Product: ClC1=CC=C(C=C1)C=1C=CC=2N(C1)C=NN2 (6-(4-Chlorophenyl)-1,2,4-triazolo[4,3-a]pyridine). RXN SMILES: [Cl:1][C:2]1[CH:7]=[CH:6][C:5]([C:8]2[CH:9]=[CH:10][C:11]([NH:14][NH2:15])=[N:12][CH:13]=2)=[CH:4][CH:3]=1.[CH:16]([O-])([O-])OCC>>[Cl:1][C:2]1[CH:7]=[CH:6][C:5]([C:8]2[CH:9]=[CH:10][C:11]3[N:12]([CH:16]=[N:15][N:14]=3)[CH:13]=2)=[CH:4][CH:3]=1. Reported procedure: A mixture of 8.5 g. of 5-(4-chlorophenyl)-2-hydrazinopyridine and 80.0 ml. of ethyl orthoformate is refluxed for 5 hours. The mixture is filtered and the solid is washed with hexane to give 6.5 g. of the product of the Example, m.p. 259°-262° C.